From a dataset of the Open Reaction Database (ORD), a public repository of structured organic reaction records. describe an organic reaction: reactants, conditions, products, and yield The reactants are ClC1=CC2=C(NCCO2)C=C1 (7-Chloro-3,4-dihydro-2H-1,4-benzoxazine), ice, C([O-])([O-])=O.[NH4+].[NH4+] (ammonium carbonate), O=C(C(=O)OCC)C(=O)OCC (diethyl ketomalonate). The solvent is C(C)(=O)O (acetic acid). The product is ClC=1C=C2C=3N(CCO2)C(C(C3C1)(C(=O)OCC)O)=O (Ethyl 8-chloro-2,3-dihydro-6-hydroxy-5-oxopyrrolo[1,2,3-de]-1,4-benzoxazine-6-carboxylate). Yield: 77.3%. Reaction SMILES: [Cl:1][C:2]1[CH:11]=[CH:10][C:5]2[NH:6][CH2:7][CH2:8][O:9][C:4]=2[CH:3]=1.[O:12]=[C:13]([C:19](OCC)=[O:20])[C:14]([O:16][CH2:17][CH3:18])=[O:15].C(=O)([O-])[O-].[NH4+].[NH4+]>C(O)(=O)C>[Cl:1][C:2]1[CH:3]=[C:4]2[O:9][CH2:8][CH2:7][N:6]3[C:19](=[O:20])[C:13]([OH:12])([C:14]([O:16][CH2:17][CH3:18])=[O:15])[C:10]([CH:11]=1)=[C:5]23 |f:2.3.4|. Procedure details: 7-Chloro-3,4-dihydro-2H-1,4-benzoxazine (Japan Kokai JP No. 61-152984, U.S. Pat. No. 4,593,092) (19.77 g. 0.116 mol) was dissolved in 74 ml of acetic acid and to which diethyl ketomalonate 20.2 g (0.116 mol) was added dropwise at a room temperature. Then after refluxing for 20 minutes, the mixture was stand for overnight. After pouring into 500 ml of ice, ammonium carbonate was added to the solution. The resultant crystalline solid was collected by filtration, washed with water and dried to yiel... Reactants: O=C([O-])[O-], COC(=O)c1c(N)c2cnccc2n1Cc1ccc(OC)cc1, Cc1ccccc1, [Cs+], [Cs+], C[Si](C)(C)c1ccc(OS(=O)(=O)C(F)(F)F)c(F)c1, O=C(C=Cc1ccccc1)C=Cc1ccccc1, O=C(C=Cc1ccccc1)C=Cc1ccccc1, O=C(C=Cc1ccccc1)C=Cc1ccccc1, [Pd], [Pd]. Product: COC(=O)c1c(Nc2ccc([Si](C)(C)C)cc2F)c2cnccc2n1Cc1ccc(OC)cc1. Reaction SMILES: [C:24](=[O:25])([O-:26])[O-:27].[CH3:1][O:2][C:3](=[O:4])[c:5]1[c:6]([NH2:23])[c:7]2[cH:8][n:9][cH:10][cH:11][c:12]2[n:13]1[CH2:14][c:15]1[cH:16][cH:17][c:18]([O:21][CH3:22])[cH:19][cH:20]1.[CH3:49][c:50]1[cH:51][cH:52][cH:53][cH:54][cH:55]1.[Cs+:28].[Cs+:29].[F:30][c:31]1[c:32]([O:41][S:42]([C:43]([F:44])([F:45])[F:46])(=[O:47])=[O:48])[cH:33][cH:34][c:35]([Si:37]([CH3:38])([CH3:39])[CH3:40])[cH:36]1.[O:58]=[C:59]([CH:60]=[CH:61][c:62]1[cH:63][cH:64][cH:65][cH:66][cH:67]1)[CH:68]=[CH:69][c:70]1[cH:71][cH:72][cH:73][cH:74][cH:75]1.[O:76]=[C:77]([CH:78]=[CH:79][c:80]1[cH:81][cH:82][cH:83][cH:84][cH:85]1)[CH:86]=[CH:87][c:88]1[cH:89][cH:90][cH:91][cH:92][cH:93]1.[O:94]=[C:95]([CH:96]=[CH:97][c:98]1[cH:99][cH:100][cH:101][cH:102][cH:103]1)[CH:104]=[CH:105][c:106]1[cH:107][cH:108][cH:109][cH:110][cH:111]1.[Pd:56].[Pd:57]>>[CH3:1][O:2][C:3](=[O:4])[c:5]1[c:6]([NH:23][c:32]2[c:31]([F:30])[cH:36][c:35]([Si:37]([CH3:38])([CH3:39])[CH3:40])[cH:34][cH:33]2)[c:7]2[cH:8][n:9][cH:10][cH:11][c:12]2[n:13]1[CH2:14][c:15]1[cH:16][cH:17][c:18]([O:21][CH3:22])[cH:19][cH:20]1. Reactants: CSC1=C(C=CC=C1)N1CCN(CC1)CCCOC1=CC=CC=2CCCCC12 (4-(2-methylthiophenyl)-1-[3-(5,6,7,8-tetrahydronaphth-1-yloxy)-prop-1-yl]-piperazine), FC(C=1C=C(C=CC1)N1CCN(CC1)CCCOC1=CC=CC=2CCCCC12)(F)F (4-(3-trifluoromethylphenyl)-1-[3-(5,6,7,8-tetrahydronaphth-1-yloxy)-prop-1-yl]-piperazine), Cl (hydrochloride), C1(=C(C(=C(C(=C1F)F)F)N)F)N.Cl.Cl (dihydrochloride), FC(C=1C=C(C=CC1)N1CCNCC1)(F)F (1-(3-trifluoromethylphenyl)-piperazine), C1(=CC=CC=2CCCCC12)OCCCBr (1-(5,6,7,8-tetrahydronaphth-1-yloxy)-3-bromopropane), CSC1=C(C=CC=C1)N1CCNCC1 (1-(2-methylthiophenyl)-piperazine), C1(=CC=CC=2CCCCC12)OCCCBr (1-(5,6,7,8-tetrahydro-napth-1-yloxy)-3-bromopropane). Yields the product ClC1=C(C=CC=C1)N1CCN(CC1)CCCOC1=CC=CC=2CCCCC12 (4-(2-Chlorophenyl)-1-[3-(5,6,7,8-tetrahydronaphth-1-yloxy)-prop-1-yl]-piperazine). Reaction SMILES: CS[C:3]1[CH:8]=[CH:7][CH:6]=[CH:5][C:4]=1[N:9]1[CH2:14][CH2:13][N:12]([CH2:15][CH2:16][CH2:17][O:18][C:19]2[C:28]3[CH2:27][CH2:26][CH2:25][CH2:24][C:23]=3[CH:22]=[CH:21][CH:20]=2)[CH2:11][CH2:10]1.C1(OCCCBr)C2CCCCC=2C=CC=1.CSC1C=CC=CC=1N1CCNCC1.[ClH:58].FC(F)(F)C1C=C(N2CCN(CCCOC3C4CCCCC=4C=CC=3)CC2)C=CC=1.FC(F)(F)C1C=C(N2CCNCC2)C=CC=1.C1(N)C(F)=C(F)C(F)=C(N)C=1F.Cl.Cl>>[Cl:58][C:3]1[CH:8]=[CH:7][CH:6]=[CH:5][C:4]=1[N:9]1[CH2:14][CH2:13][N:12]([CH2:15][CH2:16][CH2:17][O:18][C:19]2[C:28]3[CH2:27][CH2:26][CH2:25][CH2:24][C:23]=3[CH:22]=[CH:21][CH:20]=2)[CH2:11][CH2:10]1 |f:6.7.8|. Procedure details: 4-(2-methylthiophenyl)-1-[3-(5,6,7,8-tetrahydronaphth-1-yloxy)-prop-1-yl]-piperazine from 1-(5,6,7,8-tetrahydronaphth-1-yloxy)-3-bromopropane and 1-(2-methylthiophenyl)-piperazine; yield 64% of theory; m.p. of the hydrochloride 224°-225°C. decomp.); 4-(3-trifluoromethylphenyl)-1-[3-(5,6,7,8-tetrahydronaphth-1-yloxy)-prop-1-yl]-piperazine from 1-(5,6,7,8-tetrahydro-napth-1-yloxy)-3-bromopropane and 1-(3-trifluoromethylphenyl)-piperazine; yield 84% of theory; m.p. of the dihydrochloride: 182°-183°... Reactants: COC(CO)CO (2-Methylglycerol), BrCCCCCCCCCCCCCCCCC (1-bromoheptadecane). Yields the product C(CCCCCCCCCCCCCCCC)OCC(CO)OC (3-Heptadecyloxy-2-methoxypropan-1ol). Yield: 45.0%. Reaction SMILES: [CH3:1][O:2][CH:3]([CH2:6][OH:7])[CH2:4][OH:5].Br[CH2:9][CH2:10][CH2:11][CH2:12][CH2:13][CH2:14][CH2:15][CH2:16][CH2:17][CH2:18][CH2:19][CH2:20][CH2:21][CH2:22][CH2:23][CH2:24][CH3:25]>>[CH2:25]([O:5][CH2:4][CH:3]([O:2][CH3:1])[CH2:6][OH:7])[CH2:24][CH2:23][CH2:22][CH2:21][CH2:20][CH2:19][CH2:18][CH2:17][CH2:16][CH2:15][CH2:14][CH2:13][CH2:12][CH2:11][CH2:10][CH3:9]. Procedure: 2-Methylglycerol (10.6 g) and 10.7 g of 1-bromoheptadecane were reacted and worked up in accordance with Example 5-(i) to give 5.2 g of the above-identified alcohol compound.